From a dataset of the Open Reaction Database (ORD), a public repository of structured organic reaction records. describe an organic reaction: reactants, conditions, products, and yield The reactants are CC(C)C(NC(=O)OC(C)(C)C)C(=O)O, ClCCl, CN1CCCCC1, CC(C)COC(=O)Cl, CC(N)COc1ncc(C(F)(F)F)cc1Cl, O. Yields the product CC(COc1ncc(C(F)(F)F)cc1Cl)NC(=O)C(NC(=O)OC(C)(C)C)C(C)C. Reaction SMILES: [C:8]([CH3:9])([CH3:10])([CH3:11])[O:12][C:13](=[O:14])[NH:15][CH:16]([CH:17]([CH3:18])[CH3:19])[C:20](=[O:21])[OH:22].[CH2:47]([Cl:48])[Cl:49].[CH3:1][N:2]1[CH2:3][CH2:4][CH2:5][CH2:6][CH2:7]1.[Cl:23][C:24]([O:25][CH2:26][CH:27]([CH3:28])[CH3:29])=[O:30].[Cl:31][c:32]1[c:33]([O:42][CH2:43][CH:44]([CH3:45])[NH2:46])[n:34][cH:35][c:36]([C:38]([F:39])([F:40])[F:41])[cH:37]1.[OH2:50]>>[C:8]([CH3:9])([CH3:10])([CH3:11])[O:12][C:13](=[O:14])[NH:15][CH:16]([CH:17]([CH3:18])[CH3:19])[C:20](=[O:22])[NH:46][CH:44]([CH2:43][O:42][c:33]1[c:32]([Cl:31])[cH:37][c:36]([C:38]([F:39])([F:40])[F:41])[cH:35][n:34]1)[CH3:45]. Reactants: BrCCNC(C1=C(C=CC(=C1)C#N)OC)=O (N-(2-bromoethyl)-5-cyano-2-methoxybenzamide), FC1=CC=C(C(=O)C2CCNCC2)C=C1 (4-(p-fluorobenzoyl)-piperidine), C([O-])([O-])=O.[K+].[K+] (potassium carbonate). The solvent is O1CCOCC1 (dioxan). Reaction conditions: time 60 hour. The product is C(#N)C=1C=CC(=C(C(=O)NCCN2CCC(CC2)C(C2=CC=C(C=C2)F)=O)C1)OC (5-Cyano-N-[2-[4-(p-fluorobenzoyl)-piperidinyl]-ethyl]-2-methoxybenzamide). As a reaction SMILES: [F:1][C:2]1[CH:15]=[CH:14][C:5]([C:6]([CH:8]2[CH2:13][CH2:12][NH:11][CH2:10][CH2:9]2)=[O:7])=[CH:4][CH:3]=1.Br[CH2:17][CH2:18][NH:19][C:20](=[O:31])[C:21]1[CH:26]=[C:25]([C:27]#[N:28])[CH:24]=[CH:23][C:22]=1[O:29][CH3:30].C(=O)([O-])[O-].[K+].[K+]>O1CCOCC1>[C:27]([C:25]1[CH:24]=[CH:23][C:22]([O:29][CH3:30])=[C:21]([CH:26]=1)[C:20]([NH:19][CH2:18][CH2:17][N:11]1[CH2:12][CH2:13][CH:8]([C:6](=[O:7])[C:5]2[CH:4]=[CH:3][C:2]([F:1])=[CH:15][CH:14]=2)[CH2:9][CH2:10]1)=[O:31])#[N:28] |f:2.3.4|. Reported procedure: 41.4 g (0.2 mol) of 4-(p-fluorobenzoyl)-piperidine are dissolved in 120 ml of dioxan, and 28.3 g (0.1 mol) of N-(2-bromoethyl)-5-cyano-2-methoxybenzamide are added and the whole is then stirred at room temperature for 60 hours. A solution of potassium carbonate is then added to the reaction mixture and the whole is then extracted with methylene chloride. The methylene chloride solution is washed neutral with water and concentrated in a water-jet vacuum. A light yellow crystalline product remains... Yields the product O=c1sc2ccccc2n1CCCN1CCC(n2c(=O)[nH]c3cc(Cl)ccc32)CC1. Reactants: O=c1sc2ccccc2n1CCCBr, CC(=O)CC(C)C, O=c1[nH]c2cc(Cl)ccc2n1C1CCNCC1, [I-], [K+], [Na+], [Na+], O=C([O-])[O-], O. As a reaction SMILES: [Br:1][CH2:2][CH2:3][CH2:4][n:5]1[c:6](=[O:14])[s:7][c:8]2[c:9]1[cH:10][cH:11][cH:12][cH:13]2.[CH3:41][CH:42]([CH3:43])[CH2:44][C:45](=[O:46])[CH3:47].[Cl:15][c:16]1[cH:17][c:18]2[c:19]([n:20]([CH:24]3[CH2:25][CH2:26][NH:27][CH2:28][CH2:29]3)[c:21](=[O:23])[nH:22]2)[cH:30][cH:31]1.[I-:39].[K+:38].[Na+:32].[Na+:33].[O-:34][C:35](=[O:36])[O-:37].[OH2:40]>>[CH2:2]([CH2:3][CH2:4][n:5]1[c:6](=[O:14])[s:7][c:8]2[c:9]1[cH:10][cH:11][cH:12][cH:13]2)[N:27]1[CH2:26][CH2:25][CH:24]([n:20]2[c:19]3[c:18]([cH:17][c:16]([Cl:15])[cH:31][cH:30]3)[nH:22][c:21]2=[O:23])[CH2:29][CH2:28]1. The reactants are C(C)(C)(C)C=1C=C(C=CC1OC)B(O)O (3-(t-butyl)-4-methoxyphenyl boronic acid), BrC=1C=C2C=CC(=CC2=CC1)C=O (6-bromo-2-naphthaldehyde), C([O-])([O-])=O.[Na+].[Na+] (sodium carbonate). Reagents/catalysts: [Pd].C1(=CC=CC=C1)P(C1=CC=CC=C1)C1=CC=CC=C1.C1(=CC=CC=C1)P(C1=CC=CC=C1)C1=CC=CC=C1.C1(=CC=CC=C1)P(C1=CC=CC=C1)C1=CC=CC=C1.C1(=CC=CC=C1)P(C1=CC=CC=C1)C1=CC=CC=C1 (Tetrakis(triphenylphosphine) palladium(0)). Solvent: C1(=CC=CC=C1)C.C(C)O (toluene ethanol), O (water), C(C)(=O)OCC (ethyl acetate). Product: C(C)(C)(C)C=1C=C(C=CC1OC)C=1C=C2C=CC(=CC2=CC1)C=O (6-[3-(t-butyl)-4-methoxyphenyl]-2-naphthaldehyde). Yield: 92.4%. RXN SMILES: [C:1]([C:5]1[CH:6]=[C:7](B(O)O)[CH:8]=[CH:9][C:10]=1[O:11][CH3:12])([CH3:4])([CH3:3])[CH3:2].Br[C:17]1[CH:18]=[C:19]2[C:24](=[CH:25][CH:26]=1)[CH:23]=[C:22]([CH:27]=[O:28])[CH:21]=[CH:20]2.C(=O)([O-])[O-].[Na+].[Na+]>C1(C)C=CC=CC=1.C(O)C.O.C(OCC)(=O)C.[Pd].C1(P(C2C=CC=CC=2)C2C=CC=CC=2)C=CC=CC=1.C1(P(C2C=CC=CC=2)C2C=CC=CC=2)C=CC=CC=1.C1(P(C2C=CC=CC=2)C2C=CC=CC=2)C=CC=CC=1.C1(P(C2C=CC=CC=2)C2C=CC=CC=2)C=CC=CC=1>[C:1]([C:5]1[CH:6]=[C:7]([C:17]2[CH:18]=[C:19]3[C:24](=[CH:25][CH:26]=2)[CH:23]=[C:22]([CH:27]=[O:28])[CH:21]=[CH:20]3)[CH:8]=[CH:9][C:10]=1[O:11][CH3:12])([CH3:4])([CH3:3])[CH3:2] |f:2.3.4,5.6,9.10.11.12.13|. Procedure details: A mixture of 3-(t-butyl)-4-methoxyphenyl boronic acid (0.424 g, 2.04 mmol), 6-bromo-2-naphthaldehyde (0.400 g, 1.70 mmol) and sodium carbonate (0.541 g, 5.10 mmol) in 10 mL of toluene:ethanol (4:1) and water (1 mL) was degassed with argon for 30 minutes. Tetrakis(triphenylphosphine) palladium(0) (0.059 g, 0.05 mmol) was added and the mixture heated at reflux for 17 hours. The solution was cooled to room temperature, diluted with ethyl acetate and washed successively with water and brine, dried o... Reactants: O(S(=O)(=O)C(F)(F)F)CC (Ethyl triflate), C1(=CC=CC=C1)C(N1C(=NC(=C1)C(C)=O)C)(C1=CC=CC=C1)C1=CC=CC=C1 (1-(Triphenylmethyl)-2-methyl-4-acetylimidazole). Solvent: C(Cl)Cl (DCM), C(Cl)Cl (DCM). Run at time 5 hour. The product is C(C)N1C(=NC=C1C(C)=O)C (1-Ethyl-2-methyl-5-acetylimidazole). Isolated yield 88.2%. RXN SMILES: [O:1]([CH2:9][CH3:10])S(C(F)(F)F)(=O)=O.[C:11]1([C:17](C2C=CC=CC=2)(C2C=CC=CC=2)[N:18]2[CH:22]=[C:21](C(=O)C)[N:20]=[C:19]2[CH3:26])C=CC=CC=1>C(Cl)Cl>[CH2:17]([N:18]1[C:22]([C:9](=[O:1])[CH3:10])=[CH:21][N:20]=[C:19]1[CH3:26])[CH3:11]. Procedure: Ethyl triflate (11 ml, 83.2 mmol) was added dropwise over 15 minutes to a solution of 1-(triphenylmethyl)-2-methyl-4-acetylimidazole (Method 34; 23.4 g, 64 mmol) in DCM (300 ml) and the mixture stirred for 5 hours at ambient temperature. The solution was diluted with DCM (100 ml) and extracted with 1M aqueous citric acid solution (5×75 ml). The aqueous extracts were combined, basified with solid sodium hydrogen carbonate and the extracted with DCM (5×75 ml). The organic extracts were combined, d... Starting materials: C(C)(C)(C)OC(=O)NCC(=O)O (2-(tert-butoxycarbonylamino)acetic acid), C1=CN(C=N1)C(=O)N2C=CN=C2 (CDI), CNOC (N,O-dimethylhydroxylamine), TEA. Run in O1CCCC1 (tetrahydrofuran). Run at time 1 hour. Product: CON(C(CNC(OC(C)(C)C)=O)=O)C (tert-butyl 2-(methoxy(methyl)amino)-2-oxoethylcarbamate). Reaction SMILES: [C:1]([O:5][C:6]([NH:8][CH2:9][C:10]([OH:12])=O)=[O:7])([CH3:4])([CH3:3])[CH3:2].C1N=CN(C(N2C=NC=C2)=O)C=1.[CH3:25][NH:26][O:27][CH3:28]>O1CCCC1>[CH3:28][O:27][N:26]([CH3:25])[C:10](=[O:12])[CH2:9][NH:8][C:6](=[O:7])[O:5][C:1]([CH3:2])([CH3:3])[CH3:4]. Reported procedure: To a solution of 2-(tert-butoxycarbonylamino)acetic acid (8.75 g, 0.05 mol) in tetrahydrofuran (150 mL) was added CDI (11.34 g, 0.07 mmol) at 0° C. The formed mixture was stirred for 1 h. Then N,O-dimethylhydroxylamine (6.8 g, 0.07 mol) and TEA (8 mL) were added to the above mixture. The mixture was stirred at rt overnight. When the reaction was over, the mixture was concentrated. The residue was washed with 1 N aq HCl and aq. NaHCO3 (3×). The combined organic phase was concentrated to give crud... Reactants: CC(C)(C)OC(=O)N1CCC(c2ccc(C(=O)O)cc2)CC1, CCN=C=NCCCN(C)C, ClCCl, Cc1ccc(N)cc1I. Yields the product Cc1ccc(NC(=O)c2ccc(C3CCN(C(=O)OC(C)(C)C)CC3)cc2)cc1I. RXN SMILES: [C:1](=[O:2])([O:3][C:4]([CH3:5])([CH3:6])[CH3:7])[N:8]1[CH2:9][CH2:10][CH:11]([c:14]2[cH:15][cH:16][c:17]([C:20](=[O:21])[OH:22])[cH:18][cH:19]2)[CH2:12][CH2:13]1.[CH3:32][CH2:33][N:34]=[C:35]=[N:36][CH2:37][CH2:38][CH2:39][N:40]([CH3:41])[CH3:42].[Cl:43][CH2:44][Cl:45].[I:23][c:24]1[cH:25][c:26]([NH2:27])[cH:28][cH:29][c:30]1[CH3:31]>>[C:1](=[O:2])([O:3][C:4]([CH3:5])([CH3:6])[CH3:7])[N:8]1[CH2:9][CH2:10][CH:11]([c:14]2[cH:15][cH:16][c:17]([C:20](=[O:21])[NH:27][c:26]3[cH:25][c:24]([I:23])[c:30]([CH3:31])[cH:29][cH:28]3)[cH:18][cH:19]2)[CH2:12][CH2:13]1. The reactants are CO, CCOC(=O)C(Cc1cc(OC(F)(F)C(F)F)no1)C(O)c1ccc(F)cc1, [Na+], [OH-]. Product: O=C(O)C(Cc1cc(OC(F)(F)C(F)F)no1)C(O)c1ccc(F)cc1. RXN SMILES: [CH3:31][OH:32].[F:1][c:2]1[cH:3][cH:4][c:5]([CH:8]([CH:9]([C:10](=[O:11])[O:12][CH2:13][CH3:14])[CH2:15][c:16]2[cH:17][c:18]([O:21][C:22]([CH:23]([F:24])[F:25])([F:26])[F:27])[n:19][o:20]2)[OH:28])[cH:6][cH:7]1.[Na+:30].[OH-:29]>>[F:1][c:2]1[cH:3][cH:4][c:5]([CH:8]([CH:9]([C:10](=[O:11])[OH:12])[CH2:15][c:16]2[cH:17][c:18]([O:21][C:22]([CH:23]([F:24])[F:25])([F:26])[F:27])[n:19][o:20]2)[OH:28])[cH:6][cH:7]1.